This data is from the Open Reaction Database (ORD), a public repository of structured organic reaction records. The task is: describe an organic reaction: reactants, conditions, products, and yield Reactants: C(#C)C1=CC=C(N)C=C1 (4-ethynylaniline), C(=O)(N1C=NC=C1)N1C=NC=C1 (carbonyldiimidazole). The solvent is C(Cl)Cl (CH2Cl2). Product: C(#C)C1=CC=C(C=C1)N=C=O (4-Ethynylphenylisocyanate). As a reaction SMILES: [C:1]([C:3]1[CH:9]=[CH:8][C:6]([NH2:7])=[CH:5][CH:4]=1)#[CH:2].[C:10](N1C=CN=C1)(N1C=CN=C1)=[O:11]>C(Cl)Cl>[C:1]([C:3]1[CH:9]=[CH:8][C:6]([N:7]=[C:10]=[O:11])=[CH:5][CH:4]=1)#[CH:2]. Procedure: 4-Ethynylphenylisocyanate was prepared from reaction of 4-ethynylaniline with one equivalent of carbonyldiimidazole in CH2Cl2. Reactants: CC(CCN)C (3-methylbutan-1-amine), N=1C=CN2C1C=C(C=C2)CNC(=O)C2=CC=C(C(=O)O)C=C2 (4-(imidazo[1,2-a]pyridin-7-ylmethylcarbamoyl)benzoic acid), [N+](=O)([O-])C1=CC=C(C(=O)O)C=C1 (4-nitrobenzoic acid). The product is N=1C=CN2C1C=C(C=C2)CNC(=O)C2=CC=C(C=C2)C(=O)NC[C@H]2COCC2 (N-(imidazo[1,2-a]pyridin-7-ylmethyl)-N′-[(3S)-tetrahydrofuran-3-ylmethyl]benzene-1,4-dicarboxamide). RXN SMILES: C[CH:2]([CH3:6])[CH2:3][CH2:4][NH2:5].[N:7]1[CH:8]=[CH:9][N:10]2[CH:15]=[CH:14][C:13]([CH2:16][NH:17][C:18]([C:20]3[CH:28]=[CH:27][C:23]([C:24]([OH:26])=O)=[CH:22][CH:21]=3)=[O:19])=[CH:12][C:11]=12.[N+](C1C=CC([C:36](O)=[O:37])=CC=1)([O-])=O>>[N:7]1[CH:8]=[CH:9][N:10]2[CH:15]=[CH:14][C:13]([CH2:16][NH:17][C:18]([C:20]3[CH:28]=[CH:27][C:23]([C:24]([NH:5][CH2:4][C@@H:3]4[CH2:2][CH2:6][O:37][CH2:36]4)=[O:26])=[CH:22][CH:21]=3)=[O:19])=[CH:12][C:11]=12. Reported procedure: The title compound was prepared as described in Example 1A, substituting (5)-(tetrahydrofuran-3-yl)methanamine for 3-methylbutan-1-amine and 4-(imidazo[1,2-a]pyridin-7-ylmethylcarbamoyl)benzoic acid for 4-nitrobenzoic acid. 1H NMR (300 MHz, DMSO-d6) δ ppm 9.21 (t, J=5.9 Hz, 1H), 8.69 (t, J=5.7 Hz, 1H), 8.49 (dd, J=6.9, 0.9 Hz, 1H), 8.07-7.71 (m, 5H), 7.52 (d, J=1.2 Hz, 1H), 7.41 (s, 1H), 6.87 (dd, J=7.0, 1.7 Hz, 1H), 4.52 (d, J=5.9 Hz, 2H), 3.80-3.56 (m, 4H), 3.48 (dd, J=8.5, 5.2 Hz, 1H), 2.02-1... The reactants are COC(=O)CC(C)=O, OCCC1=CCc2ccccc21, c1ccccc1. The product is COC(=O)CC1(C)OCCC2=C1Cc1ccccc12. RXN SMILES: [C:13]([CH2:14][C:15](=[O:16])[CH3:17])(=[O:18])[O:19][CH3:20].[CH2:1]1[CH:2]=[C:3]([CH2:10][CH2:11][OH:12])[c:4]2[cH:5][cH:6][cH:7][cH:8][c:9]21.[cH:21]1[cH:22][cH:23][cH:24][cH:25][cH:26]1>>[CH2:1]1[C:2]2=[C:3]([c:4]3[cH:5][cH:6][cH:7][cH:8][c:9]31)[CH2:10][CH2:11][O:12][C:15]2([CH2:14][C:13](=[O:18])[O:19][CH3:20])[CH3:17]. Reactants: [H-].[Na+] (sodium hydride), Cl.C(C)OC(=O)N1CCN=C(C(C1)N1C(C2=CC=CC=C2C1=O)=O)N ((+/−)-5-amino-6-(1,3-dioxo-1,3-dihydro-isoindol-2-yl)-2,3,6,7-tetrahydro-[1,4]diazepine-1-carboxylic acid ethyl ester hydrochloride), N1=CN=C(C=C1)C(CC(=O)OCC)=O (ethyl 3-(pyrimidin-4-yl)-3-oxopropionate). Run in O1CCCC1 (tetrahydrofuran), C1(=CC=CC=C1)C (toluene). Reaction conditions: time 1 hour. Yields the product C(C)OC(=O)N1CCN2C(C(C1)N1C(C3=CC=CC=C3C1=O)=O)=NC(=CC2=O)C2=NC=NC=C2 ((+/−)-9-(1,3-Dioxo-1,3-dihydro-isoindol-2-yl)-4-oxo-2-pyrimidin-4-yl-5,6,8,9-tetrahydro-4H-1,4a,7-triaza-benzocycloheptene-7-carboxylic acid ethyl ester). Isolated yield 44.9%. Reaction SMILES: Cl.[CH2:2]([O:4][C:5]([N:7]1[CH2:13][CH:12]([N:14]2[C:22](=[O:23])[C:21]3[C:16](=[CH:17][CH:18]=[CH:19][CH:20]=3)[C:15]2=[O:24])[C:11]([NH2:25])=[N:10][CH2:9][CH2:8]1)=[O:6])[CH3:3].[H-].[Na+].[N:28]1[CH:33]=[CH:32][C:31]([C:34](=O)[CH2:35][C:36](OCC)=[O:37])=[N:30][CH:29]=1>O1CCCC1.C1(C)C=CC=CC=1>[CH2:2]([O:4][C:5]([N:7]1[CH2:13][CH:12]([N:14]2[C:15](=[O:24])[C:16]3[C:21](=[CH:20][CH:19]=[CH:18][CH:17]=3)[C:22]2=[O:23])[C:11]2=[N:25][C:34]([C:31]3[CH:32]=[CH:33][N:28]=[CH:29][N:30]=3)=[CH:35][C:36](=[O:37])[N:10]2[CH2:9][CH2:8]1)=[O:6])[CH3:3] |f:0.1,2.3|. Reported procedure: To a suspension of 33.00 g (89.97 mmol) of (+/−)-5-amino-6-(1,3-dioxo-1,3-dihydro-isoindol-2-yl)-2,3,6,7-tetrahydro-[1,4]diazepine-1-carboxylic acid ethyl ester hydrochloride (1:1) in 300 mL of tetrahydrofuran was added 6.47 g (161.94 mmol) of sodium hydride (60% in oil), the reaction mixture was stirred at room temperature for 1 h and 17.47 g (89.97 mmol) of ethyl 3-(pyrimidin-4-yl)-3-oxopropionate dissolved in 300 mL of toluene was added. The resulting solution was evaporated to remove tetrahy... Reactants: C(C)(C)(C)C=1C=C2C=NN(C(C2=C(C1)F)=O)C1=C(C=O)C(=CC=N1)Cl (2-(6-tert-Butyl-8-fluoro-1-oxophthalazin-2(1H)-yl)-4-chloronicotinaldehyde), C(C(C)C)(=O)N1CC=2N(CC1)N=C(C2)NC=2C(N(C=C(C2)B2OC(C(O2)(C)C)(C)C)C)=O (3-(5-Isobutyryl-4,5,6,7-tetrahydropyrazolo[1,5-a]pyrazin-2-ylamino)-1-methyl-5-(4,4,5,5-tetramethyl-1,3,2-dioxaborolan-2-yl)pyridin-2(1H)-one), [O-]P(=O)([O-])[O-].[K+].[K+].[K+] (K3PO4), C(C)(=O)[O-].[Na+] (sodium acetate). Reagents/catalysts: O (water), C1=CC=C(C=C1)P([C-]2C=CC=C2)C3=CC=CC=C3.C1=CC=C(C=C1)P([C-]2C=CC=C2)C3=CC=CC=C3.Cl[Pd]Cl.[Fe+2] (Pd(dppf)Cl2). Run in C(C)#N (acetonitrile). Run at temperature 100 celsius. Product: C(C)(C)(C)C=1C=C2C=NN(C(C2=C(C1)F)=O)C1=C(C=O)C(=CC=N1)C1=CN(C(C(=C1)NC1=NN2C(CN(CC2)C(C(C)C)=O)=C1)=O)C (2-(6-tert-Butyl-8-fluoro-1-oxophthalazin-2(1H)-yl)-4-(5-(5-isobutyryl-4,5,6,7-tetrahydropyrazolo[1,5-a]pyrazin-2-ylamino)-1-methyl-6-oxo-1,6-dihydropyridin-3-yl)nicotinaldehyde). Yield: 37.3%. As a reaction SMILES: [C:1]([C:5]1[CH:6]=[C:7]2[C:12](=[C:13]([F:15])[CH:14]=1)[C:11](=[O:16])[N:10]([C:17]1[N:24]=[CH:23][CH:22]=[C:21](Cl)[C:18]=1[CH:19]=[O:20])[N:9]=[CH:8]2)([CH3:4])([CH3:3])[CH3:2].[C:26]([N:31]1[CH2:36][CH2:35][N:34]2[N:37]=[C:38]([NH:40][C:41]3[C:42](=[O:57])[N:43]([CH3:56])[CH:44]=[C:45](B4OC(C)(C)C(C)(C)O4)[CH:46]=3)[CH:39]=[C:33]2[CH2:32]1)(=[O:30])[CH:27]([CH3:29])[CH3:28].[O-]P([O-])([O-])=O.[K+].[K+].[K+].C([O-])(=O)C.[Na+]>O.C1C=CC(P(C2C=CC=CC=2)[C-]2C=CC=C2)=CC=1.C1C=CC(P(C2C=CC=CC=2)[C-]2C=CC=C2)=CC=1.Cl[Pd]Cl.[Fe+2].C(#N)C>[C:1]([C:5]1[CH:6]=[C:7]2[C:12](=[C:13]([F:15])[CH:14]=1)[C:11](=[O:16])[N:10]([C:17]1[N:24]=[CH:23][CH:22]=[C:21]([C:45]3[CH:46]=[C:41]([NH:40][C:38]4[CH:39]=[C:33]5[CH2:32][N:31]([C:26](=[O:30])[CH:27]([CH3:28])[CH3:29])[CH2:36][CH2:35][N:34]5[N:37]=4)[C:42](=[O:57])[N:43]([CH3:56])[CH:44]=3)[C:18]=1[CH:19]=[O:20])[N:9]=[CH:8]2)([CH3:4])([CH3:3])[CH3:2] |f:2.3.4.5,6.7,9.10.11.12|. Reported procedure: A 100-mL round-bottomed flask equipped with a reflux condenser was charged with 2-(6-tert-butyl-8-fluoro-1-oxophthalazin-2(1H)-yl)-4-chloronicotinaldehyde 103b (150 mg, 0.42 mmol), 148d (278 mg, 0.63 mmol), Pd(dppf)Cl2 (17.1 mg, 0.021 mmol), K3PO4 (178.1 mg, 0.84 mmol), sodium acetate (68.9 mg, 0.84 mmol), acetonitrile (15 mL), and water (5 drops). The system was subjected to three cycles of vacuum/nitrogen flush and heated at 100° C. under N2 protection for 1 h. Analysis of the reaction mixture...